This data is from the Open Reaction Database (ORD), a public repository of structured organic reaction records. The task is: describe an organic reaction: reactants, conditions, products, and yield The reactants are O=C([O-])O, Cc1ccccc1, CCO, N#Cc1nn(-c2c(Cl)cc(C(F)(F)F)cc2Cl)c(N)c1I, [Na+], O, OB(O)c1ccccc1, c1ccc(P(c2ccccc2)(c2ccccc2)[Pd](P(c2ccccc2)(c2ccccc2)c2ccccc2)(P(c2ccccc2)(c2ccccc2)c2ccccc2)P(c2ccccc2)(c2ccccc2)c2ccccc2)cc1. Product: N#Cc1nn(-c2c(Cl)cc(C(F)(F)F)cc2Cl)c(N)c1-c1ccccc1. Reaction SMILES: [C:22](=[O:23])([O-:24])[OH:25].[CH3:37][c:38]1[cH:39][cH:40][cH:41][cH:42][cH:43]1.[CH3:44][CH2:45][OH:46].[NH2:1][c:2]1[c:3]([I:21])[c:4]([C:19]#[N:20])[n:5][n:6]1-[c:7]1[c:8]([Cl:18])[cH:9][c:10]([C:14]([F:15])([F:16])[F:17])[cH:11][c:12]1[Cl:13].[Na+:26].[OH2:36].[OH:27][B:28]([OH:29])[c:30]1[cH:31][cH:32][cH:33][cH:34][cH:35]1.[cH:47]1[cH:48][cH:49][c:50]([P:51]([Pd:52]([P:53]([c:54]2[cH:55][cH:56][cH:57][cH:58][cH:59]2)([c:60]2[cH:61][cH:62][cH:63][cH:64][cH:65]2)[c:66]2[cH:67][cH:68][cH:69][cH:70][cH:71]2)([P:72]([c:73]2[cH:74][cH:75][cH:76][cH:77][cH:78]2)([c:79]2[cH:80][cH:81][cH:82][cH:83][cH:84]2)[c:85]2[cH:86][cH:87][cH:88][cH:89][cH:90]2)[P:91]([c:92]2[cH:93][cH:94][cH:95][cH:96][cH:97]2)([c:98]2[cH:99][cH:100][cH:101][cH:102][cH:103]2)[c:104]2[cH:105][cH:106][cH:107][cH:108][cH:109]2)([c:110]2[cH:111][cH:112][cH:113][cH:114][cH:115]2)[c:116]2[cH:117][cH:118][cH:119][cH:120][cH:121]2)[cH:122][cH:123]1>>[NH2:1][c:2]1[c:3](-[c:30]2[cH:31][cH:32][cH:33][cH:34][cH:35]2)[c:4]([C:19]#[N:20])[n:5][n:6]1-[c:7]1[c:8]([Cl:18])[cH:9][c:10]([C:14]([F:15])([F:16])[F:17])[cH:11][c:12]1[Cl:13]. The reactants are CC(=O)Nc1ccccc1OS(=O)(=O)c1ccc(C)cc1, C#Cc1ccsc1, CCCCCCC, CCOC(C)=O. The product is CC(=O)Nc1ccccc1C#Cc1ccsc1. As a reaction SMILES: [C:1]([CH3:2])(=[O:3])[NH:4][c:5]1[c:6]([O:11][S:12]([c:13]2[cH:14][cH:15][c:16]([CH3:17])[cH:18][cH:19]2)(=[O:20])=[O:21])[cH:7][cH:8][cH:9][cH:10]1.[C:22](#[CH:23])[c:24]1[cH:25][s:26][cH:27][cH:28]1.[CH3:29][CH2:30][CH2:31][CH2:32][CH2:33][CH2:34][CH3:35].[CH3:36][CH2:37][O:38][C:39]([CH3:40])=[O:41]>>[C:1]([CH3:2])(=[O:3])[NH:4][c:5]1[c:6]([C:23]#[C:22][c:24]2[cH:25][s:26][cH:27][cH:28]2)[cH:7][cH:8][cH:9][cH:10]1. Reactants: COC1=C(C=CC=C1)NS(=O)(=O)C=1C=C(C=CC1)C=CC(=O)Cl (3-[3-(2-Methoxy-phenylsulfamoyl)-phenyl]-acryloyl chloride), Cl (HCl), Cl.NO (hydroxylamine hydrochloride), C(=O)(O)[O-].[Na+] (NaHCO3), resultant mixture. Solvent: O (water), O1CCCC1 (tetrahydrofuran), O1CCCC1 (tetrahydrofuran). Reaction conditions: time 1 hour. Yields the product ONC(C=CC1=CC(=CC=C1)S(NC1=C(C=CC=C1)OC)(=O)=O)=O (N-Hydroxy-3-[3-(2-methoxy-phenylsulfamoyl)-phenyl]-acrylamide). Reaction SMILES: Cl.[NH2:2][OH:3].C([O-])(O)=O.[Na+].[CH3:9][O:10][C:11]1[CH:16]=[CH:15][CH:14]=[CH:13][C:12]=1[NH:17][S:18]([C:21]1[CH:22]=[C:23]([CH:27]=[CH:28][C:29](Cl)=[O:30])[CH:24]=[CH:25][CH:26]=1)(=[O:20])=[O:19].Cl>O1CCCC1.O>[OH:3][NH:2][C:29](=[O:30])[CH:28]=[CH:27][C:23]1[CH:24]=[CH:25][CH:26]=[C:21]([S:18](=[O:20])(=[O:19])[NH:17][C:12]2[CH:13]=[CH:14][CH:15]=[CH:16][C:11]=2[O:10][CH3:9])[CH:22]=1 |f:0.1,2.3|. Reported procedure: To a suspension of hydroxylamine hydrochloride (0.36 g, 5.20 mmol) in tetrahydrofuran (6 ml) a saturated NaHCO3 solution (4.5 ml) was added and the resultant mixture was stirred at ambient temperature for 10 min. To the reaction mixture a solution of crude 3-[3-(2-methoxy-phenylsulfamoyl)-phenyl]-acryloyl chloride (16c) (0.37 g,1.05 mmol) in tetrahydrofuran (5 ml) was added and the mixture was stirred at ambient temperature for one hour. The reaction mixture was poured into water, the obtained s... The reactants are CN(C)CCCn1c(=O)c2[nH]c(Cc3ccccc3)nc2n(CCc2ccc([N+](=O)[O-])cc2)c1=O, CN(C)CCCN=C=O, [H][H], NN, O, [Pd]. The product is CN(C)CCCn1c(=O)c2[nH]c(Cc3ccccc3)nc2n(CCc2ccc(N)cc2)c1=O. As a reaction SMILES: [CH2:10]([c:11]1[cH:12][cH:13][cH:14][cH:15][cH:16]1)[c:17]1[n:18][c:19]2[n:20]([CH2:34][CH2:35][c:36]3[cH:37][cH:38][c:39]([N+:42]([O-:43])=[O:44])[cH:40][cH:41]3)[c:21](=[O:33])[n:22]([CH2:27][CH2:28][CH2:29][N:30]([CH3:31])[CH3:32])[c:23](=[O:26])[c:24]2[nH:25]1.[CH3:1][N:2]([CH3:3])[CH2:4][CH2:5][CH2:6][N:7]=[C:8]=[O:9].[H:48][H:49].[NH2:46][NH2:47].[OH2:45].[Pd:50]>>[CH2:10]([c:11]1[cH:12][cH:13][cH:14][cH:15][cH:16]1)[c:17]1[n:18][c:19]2[n:20]([CH2:34][CH2:35][c:36]3[cH:37][cH:38][c:39]([NH2:42])[cH:40][cH:41]3)[c:21](=[O:33])[n:22]([CH2:27][CH2:28][CH2:29][N:30]([CH3:31])[CH3:32])[c:23](=[O:26])[c:24]2[nH:25]1. RXN SMILES: CCO[CH2:4][CH3:5].[Mg].[CH3:7][Si:8]([Cl:11])([Cl:10])[Cl:9].[C:12]1(Cl)[CH:17]=[CH:16][CH:15]=[CH:14][CH:13]=1>O>[CH3:7][Si:8]([Cl:11])([Cl:10])[Cl:9].[Si:8]([Cl:11])([C:5]1[CH:4]=[CH:14][CH:13]=[CH:12][CH:17]=1)([C:12]1[CH:17]=[CH:16][CH:15]=[CH:14][CH:13]=1)[CH3:7]. Yields the product C[Si](Cl)(Cl)Cl (MeSiCl3), [Si](C)(C1=CC=CC=C1)(C1=CC=CC=C1)Cl (Ph2SiMeCl). Run in O (water). Starting materials: C1(=CC=CC=C1)Cl (PhCl), C[Si](Cl)(Cl)Cl (MeSiCl3), CCOCC (ether), [Mg] (magnesium). Reported procedure: The ether and phenylCl are fed in a ratio of 4:1 and the magnesium is fed at a rate to sustain the reaction as monitored by the reactor temperature profile, jacket water temperature rise, and agitator motor amps. The MeSiCl3 feed is varied to obtain a coupling ratio between 0.25 and 0.90 moles of PhCl/mole of MeSiCl3 depending on the ratio of Ph2SiMeCl/PhMeSiCl2 desired. Toluene is fed in at a 3:1 ratio to the PhenylCl in ether. The reactants are COC(=O)c1cc(-c2ccc(OCc3cccnc3)cc2OC(CCC(=O)O)c2ccccc2C)n[nH]1, CO, N. The product is Cc1ccccc1C(CCC(=O)O)Oc1cc(OCc2cccnc2)ccc1-c1cc(C(N)=O)[nH]n1. RXN SMILES: [CH3:1][O:2][C:3](=[O:4])[c:5]1[cH:6][c:7](-[c:10]2[c:11]([O:12][CH:13]([CH2:14][CH2:15][C:16](=[O:17])[OH:18])[c:19]3[c:20]([CH3:25])[cH:21][cH:22][cH:23][cH:24]3)[cH:26][c:27]([O:30][CH2:31][c:32]3[cH:33][n:34][cH:35][cH:36][cH:37]3)[cH:28][cH:29]2)[n:8][nH:9]1.[CH3:39][OH:40].[NH3:38]>>[O:2]=[C:3]([c:5]1[cH:6][c:7](-[c:10]2[c:11]([O:12][CH:13]([CH2:14][CH2:15][C:16](=[O:17])[OH:18])[c:19]3[c:20]([CH3:25])[cH:21][cH:22][cH:23][cH:24]3)[cH:26][c:27]([O:30][CH2:31][c:32]3[cH:33][n:34][cH:35][cH:36][cH:37]3)[cH:28][cH:29]2)[n:8][nH:9]1)[NH2:38].